From a dataset of the Open Reaction Database (ORD), a public repository of structured organic reaction records. describe an organic reaction: reactants, conditions, products, and yield Reactants: Br[Mg]c1ccccc1, Cc1ccccc1, O=C1C(=Cc2ccccc2Cl)N2CCC1CC2. Yields the product O=C1C2CCN(CC2)C1C(c1ccccc1)c1ccccc1Cl. Reaction SMILES: [Br:18][Mg:19][c:20]1[cH:21][cH:22][cH:23][cH:24][cH:25]1.[CH3:26][c:27]1[cH:28][cH:29][cH:30][cH:31][cH:32]1.[Cl:1][c:2]1[c:3]([CH:4]=[C:5]2[N:6]3[CH2:7][CH2:8][CH:9]([C:10]2=[O:11])[CH2:12][CH2:13]3)[cH:14][cH:15][cH:16][cH:17]1>>[Cl:1][c:2]1[c:3]([CH:4]([CH:5]2[N:6]3[CH2:7][CH2:8][CH:9]([C:10]2=[O:11])[CH2:12][CH2:13]3)[c:20]2[cH:21][cH:22][cH:23][cH:24][cH:25]2)[cH:14][cH:15][cH:16][cH:17]1. RXN SMILES: Br[C:2]1[C:3]2[CH2:10][C:9]([CH3:12])([CH3:11])[CH:8]([OH:13])[C:4]=2[CH:5]=[N:6][CH:7]=1.[F:14][C:15]1[CH:16]=[C:17](B(O)O)[CH:18]=[CH:19][C:20]=1[C:21]([F:24])([F:23])[F:22]>>[F:14][C:15]1[CH:16]=[C:17]([C:2]2[C:3]3[CH2:10][C:9]([CH3:12])([CH3:11])[CH:8]([OH:13])[C:4]=3[CH:5]=[N:6][CH:7]=2)[CH:18]=[CH:19][C:20]=1[C:21]([F:22])([F:23])[F:24]. Product: FC=1C=C(C=CC1C(F)(F)F)C=1C2=C(C=NC1)C(C(C2)(C)C)O (racemic 4-[3-fluoro-4-(trifluoromethyl)phenyl]-6,6-dimethyl-5,7-dihydrocyclopenta[c]pyridin-7-ol). Procedure details: In analogy to the procedure described for the preparation of examples 85 and 86, 4-bromo-6,6-dimethyl-6,7-dihydro-5H-cyclopenta[c]pyridin-7-ol (intermediate A-17) and 3-fluoro-4-trifluoromethyl-phenylboronic acid gave racemic 4-[3-fluoro-4-(trifluoromethyl)phenyl]-6,6-dimethyl-5,7-dihydrocyclopenta[c]pyridin-7-ol. SFC separation afforded (+)-(7R)-4-[3-fluoro-4-(trifluoromethyl)phenyl]-6,6-dimethyl-5,7-dihydrocyclopenta[c]pyridin-7-ol (example 108) and (−)-(7S)-4-[3-fluoro-4-(trifluoromethyl)phen... Reactants: BrC=1C2=C(C=NC1)C(C(C2)(C)C)O (4-bromo-6,6-dimethyl-6,7-dihydro-5H-cyclopenta[c]pyridin-7-ol), FC=1C=C(C=CC1C(F)(F)F)B(O)O (3-fluoro-4-trifluoromethyl-phenylboronic acid). Starting materials: FC=1C=C(C=CC1F)[N+](=O)[O-] (3,4-difluoronitrobenzene), C(C)(C)(C)OC(=O)N1CCNCC1 (piperazine-1-carboxylic acid tert-butyl ester). The solvent is C(C)#N (acetonitrile). The product is C(C)(C)(C)OC(=O)N1CCN(CC1)C1=C(C=C(C=C1)[N+](=O)[O-])F (4-(2-Fluoro-4-nitro-phenyl)-piperazine-1-carboxylic acid tert-butyl ester). Isolated yield 69.0%. Reaction SMILES: [F:1][C:2]1[CH:3]=[C:4]([N+:9]([O-:11])=[O:10])[CH:5]=[CH:6][C:7]=1F.[C:12]([O:16][C:17]([N:19]1[CH2:24][CH2:23][NH:22][CH2:21][CH2:20]1)=[O:18])([CH3:15])([CH3:14])[CH3:13]>C(#N)C>[C:12]([O:16][C:17]([N:19]1[CH2:24][CH2:23][N:22]([C:7]2[CH:6]=[CH:5][C:4]([N+:9]([O-:11])=[O:10])=[CH:3][C:2]=2[F:1])[CH2:21][CH2:20]1)=[O:18])([CH3:15])([CH3:13])[CH3:14]. Reported procedure: Dissolve 3,4-difluoronitrobenzene (2.0 g, 12.6 mmol) in acetonitrile (35 mL) and add piperazine-1-carboxylic acid tert-butyl ester (4.7 g, 25.2 mmol). Heat the mixture at reflux for 16 h. Cool the mixture to room temperature and concentrate in vacuo. Partition the residue between dichloromethane (75 mL) and water (75 mL), separate the organic portion and extract the aqueous portion with dichloromethane (2×25 mL). Combine the organics and dry (Na2SO4), filter, and concentrate in vacuo to give 2.8... The reactants are ClC1=NC2=C(C(=CC=C2C(=N1)N)OC)OC (2-chloro-4-amino-7,8-dimethoxyquinazoline), O1C(=CC=C1)C(=O)N1CCNCC1 (1-(2-furoyl)-piperazine). The solvent is C(CC(C)C)O (isoamyl alcohol). Product: Cl.O1C(=CC=C1)C(=O)N1CCN(CC1)C1=NC2=C(C(=CC=C2C(=N1)N)OC)OC (2-[4-(2-Furoyl)piperazine-1-yl]-4-amino-7,8-dimethoxyquinazoline hydrochloride). The yield is 79.0%. RXN SMILES: [Cl:1][C:2]1[N:11]=[C:10]([NH2:12])[C:9]2[C:4](=[C:5]([O:15][CH3:16])[C:6]([O:13][CH3:14])=[CH:7][CH:8]=2)[N:3]=1.[O:17]1[CH:21]=[CH:20][CH:19]=[C:18]1[C:22]([N:24]1[CH2:29][CH2:28][NH:27][CH2:26][CH2:25]1)=[O:23]>C(O)CC(C)C>[ClH:1].[O:17]1[CH:21]=[CH:20][CH:19]=[C:18]1[C:22]([N:24]1[CH2:25][CH2:26][N:27]([C:2]2[N:11]=[C:10]([NH2:12])[C:9]3[C:4](=[C:5]([O:15][CH3:16])[C:6]([O:13][CH3:14])=[CH:7][CH:8]=3)[N:3]=2)[CH2:28][CH2:29]1)=[O:23] |f:3.4|. Procedure: A mixture of 2-chloro-4-amino-7,8-dimethoxyquinazoline (3.00 g., 12.5 mmoles) and 1-(2-furoyl)-piperazine (2.71 g., 15.0 mmoles) was refluxed in 80 ml. isoamyl alcohol for two hours and then cooled in an ice-bath. The resulting white product was collected by filtration and recrystallized from methanol/ether to yield 4.53 g. (79%) of pure final product, M.P. 251° C. The water solubility was found to be 20 mg./ml. The reactants are OCC=1SSC(=CC1)CO[Si](C)(C)C(C)(C)C (3-(hydroxymethyl)-6-[(tert-butyldimethylsilyloxy)methyl]-1,2-dithiin), [Si](C)(C)(C(C)(C)C)Cl (tert-butyldimethylsilyl chloride), N1C=NC=C1 (imidazole), CCOC(=O)/N=N/C(=O)OCC (diethylazodicarboxylate), [Si](C)(C)(C(C)(C)C)OC=1C(=NC2=CC=CC=C2N1)O (3-(tert-butyldimethylsilyloxy)-2-hydroxyquinoxaline), C1(=CC=CC=C1)P(C1=CC=CC=C1)C1=CC=CC=C1 (triphenylphosphine), OC1=NC2=CC=CC=C2N=C1O (2,3-dihydroxyquinoxaline), Example 6. Solvent: C1CCOC1 (THF), C1CCOC1 (THF). Run at temperature 0 celsius, time 2 hour. The product is [Si](C)(C)(C(C)(C)C)OCC=1SSC(=CC1)C1=NC2=CC=CC(=C2N=C1O)OC (3-[(tert-butyldimethylsilyloxy)methyl]-6-[methyloxy[3-hydroxyquinoxalin-2-yl]]-1,2-dithiin). Isolated yield 28.2%. Reaction SMILES: O[CH2:2][C:3]1[S:4][S:5][C:6]([CH2:9][O:10][Si:11]([C:14]([CH3:17])([CH3:16])[CH3:15])([CH3:13])[CH3:12])=[CH:7][CH:8]=1.[Si](OC1[C:27]([OH:36])=[N:28][C:29]2[C:34]([N:35]=1)=[CH:33][CH:32]=[CH:31][CH:30]=2)(C(C)(C)C)(C)C.[OH:37][C:38]1C(O)=NC2C(=CC=CC=2)N=1.[Si](Cl)(C(C)(C)C)(C)C.N1C=CN=C1.C1(P(C2C=CC=CC=2)C2C=CC=CC=2)C=CC=CC=1.CCOC(/N=N/C(OCC)=O)=O>C1COCC1>[Si:11]([O:10][CH2:9][C:6]1[S:5][S:4][C:3]([C:2]2[C:27]([OH:36])=[N:28][C:29]3[C:34](=[CH:33][CH:32]=[CH:31][C:30]=3[O:37][CH3:38])[N:35]=2)=[CH:8][CH:7]=1)([C:14]([CH3:17])([CH3:16])[CH3:15])([CH3:13])[CH3:12]. Reported procedure: To a stirred solution of 3-(hydroxymethyl)-6-[(tert-butyldimethylsilyloxy)methyl]-1,2-dithiin (U.S. Ser. No. 08/212,096) (200 mg, 0.688 mmol) of in 2 mL dry THF was added a solution of 3-(tert-butyldimethylsilyloxy)-2-hydroxyquinoxaline obtained from the reaction of 2,3-dihydroxyquinoxaline with tert-butyldimethylsilyl chloride and imidazole as in Example 6 (248 mg, 1.753 mmol) in 2 mL THF, followed by addition of triphenylphosphine (220 mg, 0.839 mmol). The resulting solution was cooled to 0° C... Starting materials: O=C([O-])[O-], CN(C)C=O, CC(C)N=C=NC(C)C, Cl, Cl, [Cs+], [Cs+], S=C=Nc1cc(Oc2ccccc2)ncn1, NCC1(O)CN2CCC1CC2. Product: c1ccc(Oc2cc(NC3=NCC4(CN5CCC4CC5)O3)ncn2)cc1. Reaction SMILES: [C:14](=[O:15])([O-:16])[O-:17].[CH3:45][N:46]([CH3:47])[CH:48]=[O:49].[CH:36]([N:37]=[C:38]=[N:39][CH:40]([CH3:41])[CH3:42])([CH3:43])[CH3:44].[ClH:1].[ClH:2].[Cs+:18].[Cs+:19].[N:20](=[C:21]=[S:22])[c:23]1[n:24][cH:25][n:26][c:27]([O:29][c:30]2[cH:31][cH:32][cH:33][cH:34][cH:35]2)[cH:28]1.[NH2:3][CH2:4][C:5]1([OH:13])[CH2:6][N:7]2[CH2:8][CH2:9][CH:10]1[CH2:11][CH2:12]2>>[N:3]1=[C:21]([NH:20][c:23]2[n:24][cH:25][n:26][c:27]([O:29][c:30]3[cH:31][cH:32][cH:33][cH:34][cH:35]3)[cH:28]2)[O:13][C:5]2([CH2:4]1)[CH2:6][N:7]1[CH2:8][CH2:9][CH:10]2[CH2:11][CH2:12]1. Starting materials: CCCC[Sn](Cl)(CCCC)CCCC, C1CCOC1, CCOC(C)=O, FCSc1ncn2ccsc12. Yields the product CCCC[Sn](CCCC)(CCCC)c1cn2cnc(SCF)c2s1. Reaction SMILES: [CH2:12]([CH2:13][CH2:14][CH3:15])[Sn:16]([CH2:17][CH2:18][CH2:19][CH3:20])([CH2:21][CH2:22][CH2:23][CH3:24])[Cl:25].[CH2:32]1[O:33][CH2:34][CH2:35][CH2:36]1.[CH3:26][CH2:27][O:28][C:29](=[O:30])[CH3:31].[F:1][CH2:2][S:3][c:4]1[n:5][cH:6][n:7]2[c:8]1[s:9][cH:10][cH:11]2>>[F:1][CH2:2][S:3][c:4]1[n:5][cH:6][n:7]2[c:8]1[s:9][c:10]([Sn:16]([CH2:12][CH2:13][CH2:14][CH3:15])([CH2:17][CH2:18][CH2:19][CH3:20])[CH2:21][CH2:22][CH2:23][CH3:24])[cH:11]2.